From a dataset of the Open Reaction Database (ORD), a public repository of structured organic reaction records. describe an organic reaction: reactants, conditions, products, and yield The reactants are NC1=CC=C(OC2CCN(CC2)C2=CC=NC=C2)C=C1 (4-(4-aminophenoxy)-1-(4-pyridyl)piperidine), C(C)O.O (ethanol water), CS(=O)(=O)Cl (methanesulphonyl chloride). Run in N1=CC=CC=C1 (pyridine). The product is N1=CC=C(C=C1)N1CCC(CC1)OC1=CC=C(C=C1)NS(=O)(=O)C (N-[4-([1-(4-Pyridyl)piperidin-4-yl]oxy)phenyl]methanesulphonamide). The yield is 62.4%. RXN SMILES: [NH2:1][C:2]1[CH:20]=[CH:19][C:5]([O:6][CH:7]2[CH2:12][CH2:11][N:10]([C:13]3[CH:18]=[CH:17][N:16]=[CH:15][CH:14]=3)[CH2:9][CH2:8]2)=[CH:4][CH:3]=1.[CH3:21][S:22](Cl)(=[O:24])=[O:23].C(O)C.O>N1C=CC=CC=1>[N:16]1[CH:17]=[CH:18][C:13]([N:10]2[CH2:9][CH2:8][CH:7]([O:6][C:5]3[CH:4]=[CH:3][C:2]([NH:1][S:22]([CH3:21])(=[O:24])=[O:23])=[CH:20][CH:19]=3)[CH2:12][CH2:11]2)=[CH:14][CH:15]=1 |f:2.3|. Reported procedure: Treatment of 4-(4-aminophenoxy)-1-(4-pyridyl)piperidine (see Preparation 3) (0.323 g) with methanesulphonyl chloride (0.151 g) in pyridine (10 ml) according to the method of Example 1 gave the title compound, (0.260 g), m.p. 191°-192° (from ethanol/water). Reactants: Cl (hydrochloric acid), CS(=O)(=O)C(C(=O)NC1[C@@H]2N(C(=C(CS2)COC(C)=O)C(=O)O)C1=O)C=1OC=CC1 (7-[α-Methylsulfonyl(2-furyl)acetamido]-3-acetoxymethyl-3-cephem-4-carboxylic acid), SC=1SC(=NN1)C (2-mercapto-5-methyl-1,3,4-thiadiazole), C([O-])(O)=O.[Na+] (sodium bicarbonate). Solvent: C(C)(=O)OCC (ethyl acetate), O (water), P(=O)([O-])([O-])[O-] (phosphate). Reaction conditions: temperature 60 celsius, time 8 hour. Yields the product CS(=O)(=O)C(C(=O)NC1[C@@H]2N(C(=C(CS2)CSC=2SC(=NN2)C)C(=O)O)C1=O)C=1OC=CC1 (7-[α-Methylsulfonyl(2-furyl)acetamido]-3-(5-methyl-1,3,4-thiadiazol-2-ylthiomethyl)-3-cephem-4-carboxylic acid). RXN SMILES: [CH3:1][S:2]([CH:5]([C:26]1[O:27][CH:28]=[CH:29][CH:30]=1)[C:6]([NH:8][CH:9]1[C:24](=[O:25])[N:11]2[C:12]([C:21]([OH:23])=[O:22])=[C:13]([CH2:16]OC(=O)C)[CH2:14][S:15][C@H:10]12)=[O:7])(=[O:4])=[O:3].[SH:31][C:32]1[S:33][C:34]([CH3:37])=[N:35][N:36]=1.C(=O)(O)[O-].[Na+].Cl>P([O-])([O-])([O-])=O.C(OCC)(=O)C.O>[CH3:1][S:2]([CH:5]([C:26]1[O:27][CH:28]=[CH:29][CH:30]=1)[C:6]([NH:8][CH:9]1[C:24](=[O:25])[N:11]2[C:12]([C:21]([OH:23])=[O:22])=[C:13]([CH2:16][S:31][C:32]3[S:33][C:34]([CH3:37])=[N:35][N:36]=3)[CH2:14][S:15][C@H:10]12)=[O:7])(=[O:3])=[O:4] |f:2.3|. Procedure details: 7-[α-Methylsulfonyl(2-furyl)acetamido]-3-acetoxymethyl-3-cephem-4-carboxylic acid (366.4 mg), 128 mg of 2-mercapto-5-methyl-1,3,4-thiadiazole and 68 mg of sodium bicarbonate were dissolved in a 0.1N phosphate buffer (pH 6.4), and the solution was stirred at 60° C. for 8 hours. Then, 20 ml of water, and 50 ml of ethyl acetate were added for extraction. The aqueous layer was acidified with 1H hydrochloric acid to a pH of 2, and extracted with ethyl acetate three times. The organic layer was washed... The reactants are CCO, CCOC(C)=O, N#Cc1cc(Oc2cccnc2)cc([N+](=O)[O-])c1, [Na+], [OH-], Cl[Sn]Cl. Product: N#Cc1cc(N)cc(Oc2cccnc2)c1. RXN SMILES: [CH3:24][CH2:25][OH:26].[CH3:27][CH2:28][O:29][C:30](=[O:31])[CH3:32].[N+:1]([O-:2])(=[O:3])[c:4]1[cH:5][c:6]([C:7]#[N:8])[cH:9][c:10]([O:12][c:13]2[cH:14][n:15][cH:16][cH:17][cH:18]2)[cH:11]1.[Na+:23].[OH-:22].[Sn:19]([Cl:20])[Cl:21]>>[NH2:1][c:4]1[cH:5][c:6]([C:7]#[N:8])[cH:9][c:10]([O:12][c:13]2[cH:14][n:15][cH:16][cH:17][cH:18]2)[cH:11]1. Starting materials: COC=1C(=NC=CC1)C(=O)O (3-methoxy-2-pyridinecarboxylic acid), NC1=NN=NN1 (5-aminotetrazole). Run in S(=O)(Cl)Cl (thionyl chloride). Yields the product N1N=NN=C1NC(=O)C1=NC=CC=C1OC (N-(5-tetrazolyl)-3-methoxy-2-pyridinecarboxamide). The yield is 8.6%. Reaction SMILES: [CH3:1][O:2][C:3]1[C:4]([C:9]([OH:11])=O)=[N:5][CH:6]=[CH:7][CH:8]=1.[NH2:12][C:13]1[NH:17][N:16]=[N:15][N:14]=1>S(Cl)(Cl)=O>[NH:14]1[C:13]([NH:12][C:9]([C:4]2[C:3]([O:2][CH3:1])=[CH:8][CH:7]=[CH:6][N:5]=2)=[O:11])=[N:17][N:16]=[N:15]1. Procedure details: 1.45 g of 3-methoxy-2-pyridinecarboxylic acid, 30 ml of thionyl chloride and 0.95 g of 5-aminotetrazole are treated in the same manner as described in Example 1. The crude product thus obtained is recrystallized from a mixture of dimethylformamide and water, whereby 0.18 g of N-(5-tetrazolyl)-3-methoxy-2-pyridinecarboxamide is obtained. Starting materials: Cc1nc[nH]c1Cl, ClC(Cl)Cl, O=C=Nc1ccccc1. As a reaction SMILES: [CH3:10][c:11]1[n:12][cH:13][nH:14][c:15]1[Cl:16].[CH:17]([Cl:18])([Cl:19])[Cl:20].[O:1]=[C:2]=[N:3][c:4]1[cH:5][cH:6][cH:7][cH:8][cH:9]1>>[O:1]=[C:2]([NH:3][c:4]1[cH:5][cH:6][cH:7][cH:8][cH:9]1)[n:14]1[cH:13][n:12][c:11]([CH3:10])[c:15]1[Cl:16]. Yields the product Cc1ncn(C(=O)Nc2ccccc2)c1Cl. The reactants are FC=1C=C2CCC(C2=CC1)(CCCI)C1=CNC2=C(C=CC=C12)NS(=O)(=O)C (N-{3-[5-fluoro-1-(3-iodo-propyl)-indan-1-yl]-1H-indol-7-yl}-methane sulfonamide), CN (methylamine). Solvent: O1CCCC1 (tetrahydrofuran), ClCCl (dichloromethane), C([O-])([O-])=O.[K+].[K+] (potassium carbonate). Yields the product FC=1C=C2CCC(C2=CC1)(CCCNC)C1=CNC2=C(C=CC=C12)NS(=O)(=O)C (N-{3-[5-Fluoro-1-(3-methylamino-propyl)-indan-1-yl]-1H-indol-7-yl}-methanesulfonamide). Isolated yield 49.0%. RXN SMILES: [F:1][C:2]1[CH:3]=[C:4]2[C:8](=[CH:9][CH:10]=1)[C:7]([C:15]1[C:23]3[C:18](=[C:19]([NH:24][S:25]([CH3:28])(=[O:27])=[O:26])[CH:20]=[CH:21][CH:22]=3)[NH:17][CH:16]=1)([CH2:11][CH2:12][CH2:13]I)[CH2:6][CH2:5]2.[CH3:29][NH2:30]>O1CCCC1.ClCCl.C(=O)([O-])[O-].[K+].[K+]>[F:1][C:2]1[CH:3]=[C:4]2[C:8](=[CH:9][CH:10]=1)[C:7]([C:15]1[C:23]3[C:18](=[C:19]([NH:24][S:25]([CH3:28])(=[O:27])=[O:26])[CH:20]=[CH:21][CH:22]=3)[NH:17][CH:16]=1)([CH2:11][CH2:12][CH2:13][NH:30][CH3:29])[CH2:6][CH2:5]2 |f:4.5.6|. Procedure: Stir N-{3-[5-fluoro-1-(3-iodo-propyl)-indan-1-yl]-1H-indol-7-yl}-methane sulfonamide (88 mg, 0.17 mmol) and methylamine (40% in water, 2 ml) in tetrahydrofuran (1 ml) at room temperature under nitrogen for 30 minutes. Dilute with dichloromethane and 10% aqueous potassium carbonate. Filter the white solids that crush out and dry under high vacuum to obtain the title compound (35 mg, 49%). LC-MS m/z 416.1 (M++1). Reactants: N(=[N+]=[N-])C1=C(C(=C(C(=O)OC)C=C1SCC1=CC=C(C=C1)OC)NC1=C(C=CC=C1)F)F (Methyl 4-azido-3-fluoro-2-((2-fluorophenyl)amino)-5-((4-methoxy benzyl)thio)benzoate), aliphatic and aromatic hydrocarbon, CCOCC (ether), ester, amide, CS(=O)C (DMSO), S1(=O)(=O)CCCC1 (sulfolane). The reagents and catalysts are [Pd] (Pd/C), [Ni] (Ni). Solvent: O (water), C(CC)O (propan-1-ol), C(C)O (ethanol), CO (methanol), CN1CCCN(C1=O)C (DMPU), CN(C)P(=O)(N(C)C)N(C)C (HMPA). Yields the product NC1=C(C(=C(C(=O)OC)C=C1SCC1=CC=C(C=C1)OC)NC1=C(C=CC=C1)F)F (Methyl 4-amino-3-fluoro-2-((2-fluorophenyl)amino)-5-((4-methoxybenzyl)thio)benzoate). RXN SMILES: [N:1]([C:4]1[C:13]([S:14][CH2:15][C:16]2[CH:21]=[CH:20][C:19]([O:22][CH3:23])=[CH:18][CH:17]=2)=[CH:12][C:7]([C:8]([O:10][CH3:11])=[O:9])=[C:6]([NH:24][C:25]2[CH:30]=[CH:29][CH:28]=[CH:27][C:26]=2[F:31])[C:5]=1[F:32])=[N+]=[N-].CCOCC.CS(C)=O.S1(CCCC1)(=O)=O>[Pd].[Ni].O.C(O)CC.C(O)C.CO.CN1C(=O)N(C)CCC1.CN(P(N(C)C)(N(C)C)=O)C>[NH2:1][C:4]1[C:13]([S:14][CH2:15][C:16]2[CH:17]=[CH:18][C:19]([O:22][CH3:23])=[CH:20][CH:21]=2)=[CH:12][C:7]([C:8]([O:10][CH3:11])=[O:9])=[C:6]([NH:24][C:25]2[CH:30]=[CH:29][CH:28]=[CH:27][C:26]=2[F:31])[C:5]=1[F:32]. Procedure: Methyl 4-azido-3-fluoro-2-((2-fluorophenyl)amino)-5-((4-methoxy benzyl)thio)benzoate can be hydrogenated catalyzed by appropriate catalyst (such as Pd/C, Pt, Ni) in the solvent (include aliphatic and aromatic hydrocarbon (such as pentane, hexane, heptane, cyclohexane, petroleum ether, petrol, gasoline, benzene, toluene, xylene), ether (such as diethyl ether, dibutyl ether, glycol dimethyl ether, 2-methoxyethyl ether, tetrahydrofuran, dioxane), ester (such as ethyl acetate, methyl acetate), amide... The reactants are CC(=O)c1ccc(NS(C)(=O)=O)c(Oc2ccc(F)cc2F)c1, CCO, CC(C)(C)OC(=O)CON. The product is CC(=NOCC(=O)OC(C)(C)C)c1ccc(NS(C)(=O)=O)c(Oc2ccc(F)cc2F)c1. Reaction SMILES: [C:1]([CH3:2])(=[O:3])[c:4]1[cH:5][c:6]([O:15][c:16]2[c:17]([F:23])[cH:18][c:19]([F:22])[cH:20][cH:21]2)[c:7]([NH:8][S:9](=[O:10])(=[O:11])[CH3:12])[cH:13][cH:14]1.[CH3:34][CH2:35][OH:36].[NH2:24][O:25][CH2:26][C:27](=[O:28])[O:29][C:30]([CH3:31])([CH3:32])[CH3:33]>>[C:1]([CH3:2])([c:4]1[cH:5][c:6]([O:15][c:16]2[c:17]([F:23])[cH:18][c:19]([F:22])[cH:20][cH:21]2)[c:7]([NH:8][S:9](=[O:10])(=[O:11])[CH3:12])[cH:13][cH:14]1)=[N:24][O:25][CH2:26][C:27](=[O:28])[O:29][C:30]([CH3:31])([CH3:32])[CH3:33]. Reactants: C(C)(=O)OCC (ethyl acetate), C([O-])(O)=O.[Na+] (sodium bicarbonate), C(C1=CC=CC=C1)OC(=O)Cl (chloroformic acid benzyl ester), NC=1C=C(C2=C(C(=NC(C(N2C)=O)(C)C)C2=C(C=CC=C2)F)C1)Cl (7-amino-9-chloro-5-(o-fluorophenyl)-1,3-dihydro-1,3,3-trimethyl-2H-1,4-benzodiazepin-2-one). Run in O (water), O1CCCC1 (tetrahydrofuran). Reaction conditions: time 2 hour. Product: ClC1=CC(=CC=2C(=NC(C(N(C21)C)=O)(C)C)C2=C(C=CC=C2)F)NC(=O)OCC2=CC=CC=C2 (benzyl 9-chloro-5-(o-fluorophenyl)-2,3-dihydro-1,3,3-trimethyl-2-oxo-1H-1,4-benzodiazepine-7-carbamate). Reaction SMILES: [NH2:1][C:2]1[CH:3]=[C:4]([Cl:24])[C:5]2[N:11]([CH3:12])[C:10](=[O:13])[C:9]([CH3:15])([CH3:14])[N:8]=[C:7]([C:16]3[CH:21]=[CH:20][CH:19]=[CH:18][C:17]=3[F:22])[C:6]=2[CH:23]=1.C(=O)(O)[O-].[Na+].[CH2:30]([O:37][C:38](Cl)=[O:39])[C:31]1[CH:36]=[CH:35][CH:34]=[CH:33][CH:32]=1.C(OCC)(=O)C>O1CCCC1.O>[Cl:24][C:4]1[C:5]2[N:11]([CH3:12])[C:10](=[O:13])[C:9]([CH3:14])([CH3:15])[N:8]=[C:7]([C:16]3[CH:21]=[CH:20][CH:19]=[CH:18][C:17]=3[F:22])[C:6]=2[CH:23]=[C:2]([NH:1][C:38]([O:37][CH2:30][C:31]2[CH:36]=[CH:35][CH:34]=[CH:33][CH:32]=2)=[O:39])[CH:3]=1 |f:1.2|. Procedure: 12 g (0.035 mol) of 7-amino-9-chloro-5-(o-fluorophenyl)-1,3-dihydro-1,3,3-trimethyl-2H-1,4-benzodiazepin-2-one are dissolved in 360 ml of dry tetrahydrofuran, treated with 10 g of ground sodium bicarbonate and 8 ml of chloroformic acid benzyl ester and stirred at room temperature for 31/2 hours. The mixture is treated with ethyl acetate and water, and separated aqueous phase is extracted twice with ethyl acetate and the combined organic extracts are dried and evaporated. The residue is chromatog... Starting materials: CC(=O)OC(C)=O, CC(=O)O, I, COc1ccccc1Oc1ccccc1, O. Product: Oc1ccccc1Oc1ccccc1. As a reaction SMILES: [CH3:17][C:18]([O:19][C:20](=[O:21])[CH3:22])=[O:23].[CH3:25][C:26](=[O:27])[OH:28].[IH:16].[O:1]([c:2]1[cH:3][cH:4][cH:5][cH:6][cH:7]1)[c:8]1[c:9]([O:14][CH3:15])[cH:10][cH:11][cH:12][cH:13]1.[OH2:24]>>[O:1]([c:2]1[cH:3][cH:4][cH:5][cH:6][cH:7]1)[c:8]1[c:9]([OH:14])[cH:10][cH:11][cH:12][cH:13]1.